This data is from the Open Reaction Database (ORD), a public repository of structured organic reaction records. The task is: describe an organic reaction: reactants, conditions, products, and yield The reactants are NC=1C=CC(=C(C(=O)OC)C1)Cl (methyl 5-amino-2-chlorobenzoate), N(=O)[O-].[Na+] (sodium nitrite), aqueous solution, copper (II) chloride 2-hydrate, S(=O)=O (sulfur dioxide). Solvent: Cl (hydrochloric acid), C(C)(=O)O (acetic acid), C(C)(=O)O (acetic acid). Conditions: temperature -5 celsius, time 45 minute. Product: NS(=O)(=O)C=1C=CC(=C(C(=O)OC)C1)Cl (Methyl 5-(aminosulfonyl)-2-chlorobenzoate). As a reaction SMILES: N[C:2]1[CH:3]=[CH:4][C:5]([Cl:12])=[C:6]([CH:11]=1)[C:7]([O:9][CH3:10])=[O:8].[N:13]([O-])=O.[Na+].[S:17](=[O:19])=[O:18]>Cl.C(O)(=O)C>[NH2:13][S:17]([C:2]1[CH:3]=[CH:4][C:5]([Cl:12])=[C:6]([CH:11]=1)[C:7]([O:9][CH3:10])=[O:8])(=[O:19])=[O:18] |f:1.2|. Procedure: To methyl 5-amino-2-chlorobenzoate (16.2 g) in concentrated hydrochloric acid (40 ml)/acetic acid (120 ml) suspension, a sodium nitrite (7.6 g) aqueous solution (20 ml) was added under ice cooling and the mixture was stirred at that temperature for 45 minutes. Next, the inside temperature of the reaction vessel was cooled to −5° C., copper (II) chloride 2-hydrate (3.7 g) and a 21% sulfur dioxide in acetic acid solution (60 ml) were added, and the mixture was raised to room temperature and stirre... Reactants: FC(OC=1C=C(C=CC1)CCC(C)=O)(F)F (4(3-trifluoromethoxyphenyl)-2-butanone), COC=1C=C(C=CC1)[C@@H](C)N ((R)-1-(3-methoxyphenyl)ethylamine), C(#N)[BH3-].[Na+] (sodium cyanoborohydride), O (water). The reagents and catalysts are CC([O-])C.[Ti+4].CC([O-])C.CC([O-])C.CC([O-])C (titanium (IV) isopropoxide). Run in C(Cl)(Cl)Cl (chloroform), CO (methanol), C(C)OCC (diethyl ether). Conditions: time 16 hour. Yields the product FC(OC=1C=C(C=CC1)CC[C@@H](C)N[C@@H](C)C1=CC(=CC=C1)OC)(F)F ((S,R)-N-[4-(3-trifluoromethoxyphenyl)-2-butyl]-1-(3-methoxyphenyl)ethylamIne), FC(OC=1C=C(C=CC1)CC[C@@H](C)N[C@H](C)C1=CC(=CC=C1)OC)(F)F ((R,R)-N-[4-(3-trifluoromethoxyphenyl)-2-butyl]-1-(3-methoxyphenyl)ethylamine), 23A. RXN SMILES: [F:1][C:2]([F:16])([F:15])[O:3][C:4]1[CH:5]=[C:6]([CH2:10][CH2:11][C:12](=O)[CH3:13])[CH:7]=[CH:8][CH:9]=1.[CH3:17][O:18][C:19]1[CH:20]=[C:21]([C@H:25]([NH2:27])[CH3:26])[CH:22]=[CH:23][CH:24]=1.C([BH3-])#N.[Na+].O>C(OCC)C.C(Cl)(Cl)Cl.CC(C)[O-].[Ti+4].CC(C)[O-].CC(C)[O-].CC(C)[O-].CO>[F:1][C:2]([F:16])([F:15])[O:3][C:4]1[CH:5]=[C:6]([CH2:10][CH2:11][C@H:12]([NH:27][C@H:25]([C:21]2[CH:22]=[CH:23][CH:24]=[C:19]([O:18][CH3:17])[CH:20]=2)[CH3:26])[CH3:13])[CH:7]=[CH:8][CH:9]=1.[F:1][C:2]([F:16])([F:15])[O:3][C:4]1[CH:5]=[C:6]([CH2:10][CH2:11][C@H:12]([NH:27][C@@H:25]([C:21]2[CH:22]=[CH:23][CH:24]=[C:19]([O:18][CH3:17])[CH:20]=2)[CH3:26])[CH3:13])[CH:7]=[CH:8][CH:9]=1 |f:2.3,7.8.9.10.11|. Procedure: A solution of 4(3-trifluoromethoxyphenyl)-2-butanone (2.32 g, 10 mmol), (R)-1-(3-methoxyphenyl)ethylamine (1.51 g, 10 mmol), and titanium (IV) isopropoxide (3.55 g, 12.5 mmol) were stirred 4 hr at rt. The reaction mixture was then treated with a solution (10 ml of 1 M) of ethanolic sodium cyanoborohydride (10 mmol) and stirred 16 hr at rt. The reaction was diluted with diethyl ether (50 ml) and treated with water (0.72 ml, 40 mmol). After mixing thoroughly the solution was centrifuged and the et... Starting materials: ClC1=NC(=NC(=C1)Cl)N1CCCC1 (4,6-dichloro-2-pyrrolidin-1-yl-pyrimidine), [K].S(N)(=O)(=O)C1=CC=C(C=C1)NC(C)=O (N-(4-sulfamoyl-phenyl)-acetamide potassium salt). RXN SMILES: Cl[C:2]1[CH:7]=[C:6]([Cl:8])[N:5]=[C:4]([N:9]2[CH2:13][CH2:12][CH2:11][CH2:10]2)[N:3]=1.[K].[S:15]([C:19]1[CH:24]=[CH:23][C:22]([NH:25][C:26](=[O:28])[CH3:27])=[CH:21][CH:20]=1)(=[O:18])(=[O:17])[NH2:16]>CN1CCCC1=O>[Cl:8][C:6]1[N:5]=[C:4]([N:9]2[CH2:13][CH2:12][CH2:11][CH2:10]2)[N:3]=[C:2]([NH:16][S:15]([C:19]2[CH:20]=[CH:21][C:22]([NH:25][C:26](=[O:28])[CH3:27])=[CH:23][CH:24]=2)(=[O:17])=[O:18])[CH:7]=1 |f:1.2,^1:13|. Product: ClC1=CC(=NC(=N1)N1CCCC1)NS(=O)(=O)C1=CC=C(C=C1)NC(C)=O (N-[4-(6-chloro-2-pyrrolidin-1-yl-pyrimidin-4-ylsulfamoyl)-phenyl]-acetamide). Yield: 58.9%. Run in CN1C(CCC1)=O (1-methyl-2-pyrrolidone). Procedure details: 0.58 g (0.00266 mol) of 4,6-dichloro-2-pyrrolidin-1-yl-pyrimidine and 1.36 g (0.00539 mol) of N-(4-sulfamoyl-phenyl)-acetamide potassium salt were stirred in 10 ml of 1-methyl-2-pyrrolidone at 140° C. for 8 hours. Then, the solvent was distilled off in a high vacuum, the residue was partitioned in ethyl acetate/water and extracted. The aqueous phase was made acid with 4N HCl and extracted with ethyl acetate. Both organic phases were combined and concentrated. The residue was recrystallized from ... The reactants are OC(CCCCCCCN)(C1=CC=CC=C1)C1=CC=CC=C1 (8-hydroxy-8,8-diphenyloctylamine), N1=CC(=CC=C1)C=CC(=O)O (3-(3-pyridyl)-acrylic acid), C1=CN(C=N1)C(=O)N2C=CN=C2 (CDI), O (water). Run in C1CCOC1 (THF), C1CCOC1 (THF). Run at time 3 hour. Yields the product OC(CCCCCCCNC(C=CC=1C=NC=CC1)=O)(C1=CC=CC=C1)C1=CC=CC=C1 (N-(8-hydroxy-8,8-diphenyloctyl)-3-pyridin-3-yl-acrylamide). RXN SMILES: [N:1]1[CH:6]=[CH:5][CH:4]=[C:3]([CH:7]=[CH:8][C:9]([OH:11])=O)[CH:2]=1.C1N=CN(C(N2C=NC=C2)=O)C=1.[OH:24][C:25]([C:40]1[CH:45]=[CH:44][CH:43]=[CH:42][CH:41]=1)([C:34]1[CH:39]=[CH:38][CH:37]=[CH:36][CH:35]=1)[CH2:26][CH2:27][CH2:28][CH2:29][CH2:30][CH2:31][CH2:32][NH2:33].O>C1COCC1>[OH:24][C:25]([C:40]1[CH:45]=[CH:44][CH:43]=[CH:42][CH:41]=1)([C:34]1[CH:39]=[CH:38][CH:37]=[CH:36][CH:35]=1)[CH2:26][CH2:27][CH2:28][CH2:29][CH2:30][CH2:31][CH2:32][NH:33][C:9](=[O:11])[CH:8]=[CH:7][C:3]1[CH:2]=[N:1][CH:6]=[CH:5][CH:4]=1. Procedure details: 3.4 g (23.0 mmol) 3-(3-pyridyl)-acrylic acid and 3.7 g (23.0 mmol) CDI are heated under reflux in 50 ml THF under moisture exclusion. After one hour this is cooled to RT and 6.5 g (21.9 μmmol) 8-hydroxy-8,8-diphenyloctylamine, dissolved in 20 ml THF, is added dropwise. After complete addition, stirring is carried out for a further three hours at RT and this is left to stand overnight. 50 ml water is added to the mixture and extracted three times with acetic acid ethyl ester by shaking. The combi...